Dataset: the Open Reaction Database (ORD), a public repository of structured organic reaction records. Task: describe an organic reaction: reactants, conditions, products, and yield The reactants are CC(C)(C)OC(=O)N1CCNCC1, CN(Cc1cc(Br)ccc1Cl)C(=O)OCc1ccccc1, CC(C)(C)[O-], Cc1ccccc1, [Na+], O=C(C=Cc1ccccc1)C=Cc1ccccc1, O=C(C=Cc1ccccc1)C=Cc1ccccc1, O=C(C=Cc1ccccc1)C=Cc1ccccc1, [Pd], [Pd], c1ccc(P(c2ccccc2)c2ccc3ccccc3c2-c2c(P(c3ccccc3)c3ccccc3)ccc3ccccc23)cc1. The product is CN(Cc1cc(N2CCN(C(=O)OC(C)(C)C)CC2)ccc1Cl)C(=O)OCc1ccccc1. RXN SMILES: [C:22](=[O:23])([O:24][C:25]([CH3:26])([CH3:27])[CH3:28])[N:29]1[CH2:30][CH2:31][NH:32][CH2:33][CH2:34]1.[CH2:1]([c:2]1[cH:3][cH:4][cH:5][cH:6][cH:7]1)[O:8][C:9]([N:10]([CH3:11])[CH2:12][c:13]1[c:14]([Cl:20])[cH:15][cH:16][c:17]([Br:19])[cH:18]1)=[O:21].[CH3:35][C:36]([CH3:37])([O-:38])[CH3:39].[CH3:87][c:88]1[cH:89][cH:90][cH:91][cH:92][cH:93]1.[Na+:40].[O:114]=[C:115]([CH:116]=[CH:117][c:118]1[cH:119][cH:120][cH:121][cH:122][cH:123]1)[CH:124]=[CH:125][c:126]1[cH:127][cH:128][cH:129][cH:130][cH:131]1.[O:132]=[C:133]([CH:134]=[CH:135][c:136]1[cH:137][cH:138][cH:139][cH:140][cH:141]1)[CH:142]=[CH:143][c:144]1[cH:145][cH:146][cH:147][cH:148][cH:149]1.[O:96]=[C:97]([CH:98]=[CH:99][c:100]1[cH:101][cH:102][cH:103][cH:104][cH:105]1)[CH:106]=[CH:107][c:108]1[cH:109][cH:110][cH:111][cH:112][cH:113]1.[Pd:94].[Pd:95].[cH:41]1[cH:42][cH:43][c:44]([P:45]([c:46]2[cH:47][cH:48][c:49]3[c:50]([cH:51][cH:52][cH:53][cH:54]3)[c:55]2-[c:56]2[c:57]3[c:58]([cH:59][cH:60][cH:61][cH:62]3)[cH:63][cH:64][c:65]2[P:66]([c:67]2[cH:68][cH:69][cH:70][cH:71][cH:72]2)[c:73]2[cH:74][cH:75][cH:76][cH:77][cH:78]2)[c:79]2[cH:80][cH:81][cH:82][cH:83][cH:84]2)[cH:85][cH:86]1>>[CH2:1]([c:2]1[cH:3][cH:4][cH:5][cH:6][cH:7]1)[O:8][C:9]([N:10]([CH3:11])[CH2:12][c:13]1[c:14]([Cl:20])[cH:15][cH:16][c:17]([N:32]2[CH2:31][CH2:30][N:29]([C:22](=[O:23])[O:24][C:25]([CH3:26])([CH3:27])[CH3:28])[CH2:34][CH2:33]2)[cH:18]1)=[O:21]. Starting materials: CCOC(=O)CCCBr, O=C([O-])[O-], CC#N, [K+], [K+], O=C(O)CN1CCN(C2c3ccccc3CCc3ccccc32)CC1. The product is CCOC(=O)CCCN1CCN(C2c3ccccc3CCc3ccccc32)CC1. As a reaction SMILES: [Br:26][CH2:27][CH2:28][CH2:29][C:30](=[O:31])[O:32][CH2:33][CH3:34].[C:35](=[O:36])([O-:37])[O-:38].[CH3:41][C:42]#[N:43].[K+:39].[K+:40].[cH:1]1[cH:2][cH:3][cH:4][c:5]2[c:11]1[CH2:10][CH2:9][c:8]1[c:7]([cH:15][cH:14][cH:13][cH:12]1)[CH:6]2[N:16]1[CH2:17][CH2:18][N:19]([CH2:22][C:23]([OH:24])=[O:25])[CH2:20][CH2:21]1>>[cH:1]1[cH:2][cH:3][cH:4][c:5]2[c:11]1[CH2:10][CH2:9][c:8]1[c:7]([cH:15][cH:14][cH:13][cH:12]1)[CH:6]2[N:16]1[CH2:17][CH2:18][N:19]([CH2:27][CH2:28][CH2:29][C:30](=[O:31])[O:32][CH2:33][CH3:34])[CH2:20][CH2:21]1. Starting materials: ClC1=CC2=CC3=CC=CC=C3C=C2C=C1 (2-chloroanthracene), C1(=CC=CC=C1)B(O)O (phenylboronic acid), tris(dibenzylieneacetone)dipalladium(0), P(=O)([O-])([O-])[O-].[K+].[K+].[K+] (tripotassium phosphate). Reagents/catalysts: C1(CCCCC1)P(C1CCCCC1)C1CCCCC1 (tricyclohexyl phosphine). Solvent: C1(=CC=CC=C1)C (toluene), C1(=CC=CC=C1)C (toluene). The product is C1(=CC=CC=C1)C1=CC2=CC3=CC=CC=C3C=C2C=C1 (2-phenylanthracene). Isolated yield 83.6%. Reaction SMILES: Cl[C:2]1[CH:15]=[CH:14][C:13]2[C:4](=[CH:5][C:6]3[C:11]([CH:12]=2)=[CH:10][CH:9]=[CH:8][CH:7]=3)[CH:3]=1.[C:16]1(B(O)O)[CH:21]=[CH:20][CH:19]=[CH:18][CH:17]=1.P([O-])([O-])([O-])=O.[K+].[K+].[K+]>C1(P(C2CCCCC2)C2CCCCC2)CCCCC1.C1(C)C=CC=CC=1>[C:16]1([C:2]2[CH:15]=[CH:14][C:13]3[C:4](=[CH:5][C:6]4[C:11]([CH:12]=3)=[CH:10][CH:9]=[CH:8][CH:7]=4)[CH:3]=2)[CH:21]=[CH:20][CH:19]=[CH:18][CH:17]=1 |f:2.3.4.5|. Procedure: Into a flask, 5.00 g of 2-chloroanthracene, 4.3 g of phenylboronic acid, 538 mg of tris(dibenzylieneacetone)dipalladium(0), 494 mg of tricyclohexyl phosphine, 9.98 g of tripotassium phosphate, and 75 ml of toluene were put, and the solution was stirred at reflux temperature for 2 hours under argon atmosphere. After heating, 1.5 liter of toluene was added to the reaction liquid, the liquid was cooled to room temperature and then filtrated, and thus the filtrates were purified by silica gel column... Starting materials: ClC=1N=C(SC1C=O)N1CCCC1 (4-Chloro-2-pyrrolidin-1-yl-thiazole-5-carbaldehyde), NC1=NC=C(C(=C1N)N[C@H]1[C@H]([C@@H]2C=C[C@H]1C2)C(=O)N)Br ((1S,2S,3R,4R)-3-(2,3-Diamino-5-bromo-pyridin-4-ylamino)-bicyclo[2.2.1]hept-5-ene-2-carboxylic acid amide), C(C)(=O)[O-].[NH4+] (Ammonium acetate). Yields the product BrC=1C(=C2C(=NC1)NC(=N2)C2=C(N=C(S2)N2CCCC2)Cl)N[C@H]2[C@H]([C@@H]1C=C[C@H]2C1)C(=O)N ((1S,2S,3R,4R)-3-[6-Bromo-2-(4-chloro-2-pyrrolidin-1-yl-thiazol-5-yl)-3H-imidazo[4,5-b]pyridin-7-ylamino]-bicyclo[2.2.1]hept-5-ene-2-carboxylic acid amide). Isolated yield 5.2%. RXN SMILES: [Cl:1][C:2]1[N:3]=[C:4]([N:9]2[CH2:13][CH2:12][CH2:11][CH2:10]2)[S:5][C:6]=1[CH:7]=O.[NH2:14][C:15]1[C:20]([NH2:21])=[C:19]([NH:22][C@@H:23]2[C@@H:28]3[CH2:29][C@@H:25]([CH:26]=[CH:27]3)[C@@H:24]2[C:30]([NH2:32])=[O:31])[C:18]([Br:33])=[CH:17][N:16]=1.C([O-])(=O)C.[NH4+]>>[Br:33][C:18]1[C:19]([NH:22][C@@H:23]2[C@@H:28]3[CH2:29][C@@H:25]([CH:26]=[CH:27]3)[C@@H:24]2[C:30]([NH2:32])=[O:31])=[C:20]2[N:21]=[C:7]([C:6]3[S:5][C:4]([N:9]4[CH2:13][CH2:12][CH2:11][CH2:10]4)=[N:3][C:2]=3[Cl:1])[NH:14][C:15]2=[N:16][CH:17]=1 |f:2.3|. Procedure details: In a similar fashion to Compound LXXXVII, 4-Chloro-2-pyrrolidin-1-yl-thiazole-5-carbaldehyde (204.9 mg, 0.9456 mmol), (1S,2S,3R,4R)-3-(2,3-Diamino-5-bromo-pyridin-4-ylamino)-bicyclo[2.2.1]hept-5-ene-2-carboxylic acid amide (290 mg, 0.85 mmol), and Ammonium acetate (131.2 mg, 1.702 mmol) were reacted to produce 23.46 mg (5%) of the title compound. (300 MHz, DMSO-d6) 2.68 (s, 1H), 8.00 (s, 1H), 7.74 (m, 2H), 7.23 (s, 1H), 7.13 (m, 1H), 6.38-6.31 (m, 2H), 5.05 (t, J=17 Hz, 8.5 Hz, 1H), 3.44 m, 4H),... Reactants: Fc1nc(F)c(Cl)c(CBr)c1Cl, O=C([O-])c1ccccc1, [Na+], CN(C)C=O. Yields the product O=C(OCc1c(Cl)c(F)nc(F)c1Cl)c1ccccc1. RXN SMILES: [Br:1][CH2:2][c:3]1[c:4]([Cl:12])[c:5]([F:11])[n:6][c:7]([F:10])[c:8]1[Cl:9].[C:13]([c:14]1[cH:15][cH:16][cH:17][cH:18][cH:19]1)(=[O:20])[O-:21].[Na+:22].[O:23]=[CH:24][N:25]([CH3:26])[CH3:27]>>[CH2:2]([c:3]1[c:4]([Cl:12])[c:5]([F:11])[n:6][c:7]([F:10])[c:8]1[Cl:9])[O:21][C:13]([c:14]1[cH:15][cH:16][cH:17][cH:18][cH:19]1)=[O:20]. The product is ClC1=CC(=C(CNC(C(F)(F)F)=O)C=C1C1=NN(C(N1)=O)C1=CC(=C(C=C1)F)C(F)(F)F)F (N-(4-chloro-2-fluoro-5-(1-(4-fluoro-3-(trifluoromethyl)phenyl)-4,5-dihydro-5-oxo-1H-1,2,4-triazol-3-yl)benzyl)-2,2,2-trifluoroacetamide). The yield is 32.4%. Solvent: C(Cl)Cl (DCM). Procedure details: The title compound was prepared according to the procedure described in Example-83 by using 5-((2,2,2-trifluoroacetamido)methyl)-2-chloro-4-fluorobenzoyl isocyanate (Intermediate-69, 0.400 g), tert-butyl 2-[4-fluoro-3-(trifluoromethyl)phenyl]hydrazinecarboxylate (Intermediate-80, 0.400 g), DCM (20 mL) and TFA (5.0 mL) to afford 0.200 g of the desired product. As a reaction SMILES: [F:1][C:2]([F:21])([F:20])[C:3]([NH:5][CH2:6][C:7]1[C:8]([F:19])=[CH:9][C:10]([Cl:18])=[C:11]([CH:17]=1)[C:12]([N:14]=[C:15]=[O:16])=O)=[O:4].[F:22][C:23]1[CH:28]=[CH:27][C:26]([NH:29][NH:30]C(OC(C)(C)C)=O)=[CH:25][C:24]=1[C:38]([F:41])([F:40])[F:39].C(O)(C(F)(F)F)=O>C(Cl)Cl>[Cl:18][C:10]1[C:11]([C:12]2[NH:14][C:15](=[O:16])[N:29]([C:26]3[CH:27]=[CH:28][C:23]([F:22])=[C:24]([C:38]([F:39])([F:40])[F:41])[CH:25]=3)[N:30]=2)=[CH:17][C:7]([CH2:6][NH:5][C:3](=[O:4])[C:2]([F:21])([F:20])[F:1])=[C:8]([F:19])[CH:9]=1. Starting materials: FC(C(=O)NCC=1C(=CC(=C(C(=O)N=C=O)C1)Cl)F)(F)F (5-((2,2,2-trifluoroacetamido)methyl)-2-chloro-4-fluorobenzoyl isocyanate), FC1=C(C=C(C=C1)NNC(=O)OC(C)(C)C)C(F)(F)F (tert-butyl 2-[4-fluoro-3-(trifluoromethyl)phenyl]hydrazinecarboxylate), C(=O)(C(F)(F)F)O (TFA).